From a dataset of the Open Reaction Database (ORD), a public repository of structured organic reaction records. describe an organic reaction: reactants, conditions, products, and yield Starting materials: C1COCCN1, O=C(OCC1CC1)C12Cc3cnn(-c4ccc(F)cc4)c3C=C1CCN(S(=O)(=O)c1ccc(Cl)nc1)C2. Product: O=C(OCC1CC1)C12Cc3cnn(-c4ccc(F)cc4)c3C=C1CCN(S(=O)(=O)c1ccc(N3CCOCC3)nc1)C2. Reaction SMILES: [CH2:38]1[CH2:39][O:40][CH2:41][CH2:42][NH:43]1.[CH:1]1([CH2:4][O:5][C:6](=[O:7])[C:8]23[CH2:9][c:10]4[c:11]([n:28](-[c:31]5[cH:32][cH:33][c:34]([F:37])[cH:35][cH:36]5)[n:29][cH:30]4)[CH:12]=[C:13]2[CH2:14][CH2:15][N:16]([S:18](=[O:19])(=[O:20])[c:21]2[cH:22][n:23][c:24]([Cl:27])[cH:25][cH:26]2)[CH2:17]3)[CH2:2][CH2:3]1>>[CH:1]1([CH2:4][O:5][C:6](=[O:7])[C:8]23[CH2:9][c:10]4[c:11]([n:28](-[c:31]5[cH:32][cH:33][c:34]([F:37])[cH:35][cH:36]5)[n:29][cH:30]4)[CH:12]=[C:13]2[CH2:14][CH2:15][N:16]([S:18](=[O:19])(=[O:20])[c:21]2[cH:22][n:23][c:24]([N:43]4[CH2:38][CH2:39][O:40][CH2:41][CH2:42]4)[cH:25][cH:26]2)[CH2:17]3)[CH2:2][CH2:3]1. Starting materials: Cc1c(C(=O)O)cnn1-c1ccc(F)c(Cl)c1, N#Cc1cc(N)ccc1N1CCN(CCO)CC1. The product is Cc1c(C(=O)Nc2ccc(N3CCN(CCO)CC3)c(C#N)c2)cnn1-c1ccc(F)c(Cl)c1. RXN SMILES: [Cl:1][c:2]1[cH:3][c:4](-[n:9]2[n:10][cH:11][c:12]([C:15](=[O:16])[OH:17])[c:13]2[CH3:14])[cH:5][cH:6][c:7]1[F:8].[NH2:18][c:19]1[cH:20][cH:21][c:22]([N:27]2[CH2:28][CH2:29][N:30]([CH2:33][CH2:34][OH:35])[CH2:31][CH2:32]2)[c:23]([C:24]#[N:25])[cH:26]1>>[Cl:1][c:2]1[cH:3][c:4](-[n:9]2[n:10][cH:11][c:12]([C:15](=[O:17])[NH:18][c:19]3[cH:20][cH:21][c:22]([N:27]4[CH2:28][CH2:29][N:30]([CH2:33][CH2:34][OH:35])[CH2:31][CH2:32]4)[c:23]([C:24]#[N:25])[cH:26]3)[c:13]2[CH3:14])[cH:5][cH:6][c:7]1[F:8]. Reactants: C[Si](C)(C)[N-][Si](C)(C)C.[Li+] (lithium bis(trimethylsilyl)amide), solution, [Cl-].[NH4+] (ammonium chloride), CC(C(=O)[O-])([C@@H]1OC(O[C@@H](C1)CS(=O)(=O)C1=NN=NN1C1=CC=CC=C1)(C)C)C(CC1=CC=CC=C1)C (2-methyl-1-phenylpropan-2-yl-2-((4R,6S)-2,2-dimethyl-6-((1-phenyl-1H-tetrazol-5-ylsulfonyl)methyl)-1,3-dioxan-4-yl)acetate), FC1=CC=C(C=C1)C1=NC(=NC(=C1C=O)C(C)C)N(S(=O)(=O)C)C (N-(4-(4-fluorophenyl)-5-formyl-6-isopropylpyrimidin-2-yl)-N-methylmethanesulfonamide). Run in O1CCCC1 (tetrahydrofuran), C(C)(=O)OCC (ethyl acetate), O1CCCC1 (tetrahydrofuran). Reaction conditions: temperature -78 celsius, time 10 minute. The product is FC1=CC=C(C=C1)C1=NC(=NC(=C1/C=C/[C@@H]1C[C@@H](OC(O1)(C)C)CC(=O)OC(CC1=CC=CC=C1)(C)C)C(C)C)N(S(=O)(=O)C)C (2-methyl-1-phenylpropan-2-yl 2-((4R,6S)-6-((E)-2-(4-(4-fluorophenyl)-6-isopropyl-2-(N-methylmethylsulfonamido)pyrimidin-5-yl)vinyl)-2,2-dimethyl-1,3-dioxan-4-yl)acetate). Isolated yield 90.0%. RXN SMILES: C[C:2](C(C)CC1C=CC=CC=1)([C@H:6]1[CH2:11][C@@H:10]([CH2:12]S(C2N(C3C=CC=CC=3)N=NN=2)(=O)=O)[O:9][C:8]([CH3:28])([CH3:27])[O:7]1)[C:3]([O-:5])=[O:4].[F:38][C:39]1[CH:44]=[CH:43][C:42]([C:45]2[C:50]([CH:51]=O)=[C:49]([CH:53]([CH3:55])[CH3:54])[N:48]=[C:47]([N:56]([CH3:61])[S:57]([CH3:60])(=[O:59])=[O:58])N=2)=[CH:41][CH:40]=1.C[Si]([N-][Si](C)(C)C)(C)C.[Li+].[Cl-].[NH4+:73]>O1CCCC1.C(OCC)(=O)C>[F:38][C:39]1[CH:40]=[CH:41][C:42]([C:45]2[C:50](/[CH:51]=[CH:12]/[C@H:10]3[O:9][C:8]([CH3:27])([CH3:28])[O:7][C@@H:6]([CH2:2][C:3]([O:5][C:50]([CH3:51])([CH3:49])[CH2:45][C:42]4[CH:43]=[CH:44][CH:39]=[CH:40][CH:41]=4)=[O:4])[CH2:11]3)=[C:49]([CH:53]([CH3:54])[CH3:55])[N:48]=[C:47]([N:56]([CH3:61])[S:57]([CH3:60])(=[O:58])=[O:59])[N:73]=2)=[CH:43][CH:44]=1 |f:2.3,4.5|. Procedure: 2-methyl-1-phenylpropan-2-yl-2-((4R,6S)-2,2-dimethyl-6-((1-phenyl-1H-tetrazol-5-ylsulfonyl)methyl)-1,3-dioxan-4-yl)acetate (25.75 g) prepared in Example 15 and N-(4-(4-fluorophenyl)-5-formyl-6-isopropylpyrimidin-2-yl)-N-methylmethanesulfonamide (15.55 g) were dissolved in tetrahydrofuran (60 ml), followed by cooling to −78° C. under an argon atmosphere, and lithium bis(trimethylsilyl)amide (120 ml of a 0.5M solution in tetrahydrofuran) was added thereto over 10 minutes, followed by stirring at t...